Task: describe an organic reaction: reactants, conditions, products, and yield. Dataset: the Open Reaction Database (ORD), a public repository of structured organic reaction records Reactants: C(C(=O)C)C=1C(NCCCC1C1=CC(=C(C=C1)OC)OC)=O (3-acetonyl-4-(3,4-dimethoxyphenyl)-1,5,6,7-tetrahydro-2H-azepinone), C(C)(C)N (isopropylamine), Cl (hydrogen chloride), C(#N)[BH3-].[Na+] (sodium cyanoborohydride), Cl (hydrochloric acid). Solvent: CO (methanol). The product is O.Cl.C(C)(C)NC(CC=1C(NCCCC1C1=CC(=C(C=C1)OC)OC)=O)C (3-(2-isopropylaminopropyl)-4-(3,4-dimethoxyphenyl)-1,5,6,7-tetrahydro-2H-azepinone hydrochloride monohydrate). As a reaction SMILES: [CH2:1]([C:5]1[C:6](=[O:22])[NH:7][CH2:8][CH2:9][CH2:10][C:11]=1[C:12]1[CH:17]=[CH:16][C:15]([O:18][CH3:19])=[C:14]([O:20][CH3:21])[CH:13]=1)[C:2]([CH3:4])=[O:3].[CH:23]([NH2:26])([CH3:25])[CH3:24].[ClH:27].C([BH3-])#N.[Na+]>CO>[OH2:3].[ClH:27].[CH:23]([NH:26][CH:2]([CH3:4])[CH2:1][C:5]1[C:6](=[O:22])[NH:7][CH2:8][CH2:9][CH2:10][C:11]=1[C:12]1[CH:17]=[CH:16][C:15]([O:18][CH3:19])=[C:14]([O:20][CH3:21])[CH:13]=1)([CH3:25])[CH3:24] |f:3.4,6.7.8|. Reported procedure: The solution of 15.1 g of 3-acetonyl-4-(3,4-dimethoxyphenyl)-1,5,6,7-tetrahydro-2H-azepinone, 25.5 ml of isopropylamine 10 ml of 5.8 N methanolic hydrogen chloride and 3.4 g of sodium cyanoborohydride in 260 ml of methanol is refluxed for 3 days. The mixture is cooled, acidified to pH=1 with concentrated hydrochloric acid, evaporated and the residue diluted with water. It is washed with ether, basified with 3 N aqueous sodium hydroxide to pH=11 and extracted with diethyl ether. The extract is dr... Reactants: ClC1=CC(=NC(=N1)NC1=CC=C(C=C1)Cl)N (6-chloro-N*2*-(4-chloro-phenyl)-pyrimidine-2,4-diamine), ClC=1C=CC(=C(C1)B(O)O)OC (5-chloro-2-methoxy-phenyl boronic acid), C1(CCCCC1)P(C1=C(C=CC=C1)C1=CC=CC=C1)C1CCCCC1 (2-(dicyclohexylphosphino)biphenyl), P(=O)([O-])([O-])[O-].[K+].[K+].[K+] (potassium phosphate). Reagents/catalysts: C(C)(=O)[O-].[Pd+2].C(C)(=O)[O-] (palladium (II) acetate). The solvent is C1(=CC=CC=C1)C (toluene), CCOCC (ether). Reaction conditions: temperature 95 celsius. Product: ClC=1C=CC(=C(C1)C1=CC(=NC(=N1)NC1=CC=C(C=C1)Cl)N)OC (6-(5-Chloro-2-methoxy-phenyl)-N*2*-(4-chloro-phenyl)-pyrimidine-2,4-diamine). The yield is 29.5%. As a reaction SMILES: Cl[C:2]1[N:7]=[C:6]([NH:8][C:9]2[CH:14]=[CH:13][C:12]([Cl:15])=[CH:11][CH:10]=2)[N:5]=[C:4]([NH2:16])[CH:3]=1.[Cl:17][C:18]1[CH:19]=[CH:20][C:21]([O:27][CH3:28])=[C:22](B(O)O)[CH:23]=1.C1(P(C2CCCCC2)C2C=CC=CC=2C2C=CC=CC=2)CCCCC1.P([O-])([O-])([O-])=O.[K+].[K+].[K+]>C1(C)C=CC=CC=1.C([O-])(=O)C.[Pd+2].C([O-])(=O)C.CCOCC>[Cl:17][C:18]1[CH:23]=[CH:22][C:21]([O:27][CH3:28])=[C:20]([C:2]2[N:7]=[C:6]([NH:8][C:9]3[CH:14]=[CH:13][C:12]([Cl:15])=[CH:11][CH:10]=3)[N:5]=[C:4]([NH2:16])[CH:3]=2)[CH:19]=1 |f:3.4.5.6,8.9.10|. Reported procedure: A mixture of 6-chloro-N*2*-(4-chloro-phenyl)-pyrimidine-2,4-diamine (0.077 g, 0.30 mmol), 5-chloro-2-methoxy-phenyl boronic acid (0.112 g, 0.60 mmol), palladium (II) acetate (0.017 g, 0.075 mmol), 2-(dicyclohexylphosphino)biphenyl (0.105 g, 0.30 mmol) and potassium phosphate (0.254 g, 1.2 mmol) in dry toluene (3.5 ml) was heated at 90-100° C. under an argon atmosphere for 18 hours. After cooling to room temperature, ether (20 ml) was added and the mixture was washed with aqueous sodium hydroxide... The reactants are O=C([O-])[O-], COc1cc(CN(C)C)ccc1N, COC(=O)c1cccc(I)c1C(=O)OC, Cc1ccccc1, ClCCl, [Cs+], [Cs+], O=C(C=Cc1ccccc1)C=Cc1ccccc1, O=C(C=Cc1ccccc1)C=Cc1ccccc1, O=C(C=Cc1ccccc1)C=Cc1ccccc1, [Pd], [Pd]. The product is COC(=O)c1cccc(Nc2ccc(CN(C)C)cc2OC)c1C(=O)OC. As a reaction SMILES: [C:29](=[O:30])([O-:31])[O-:32].[CH3:16][N:17]([CH3:18])[CH2:19][c:20]1[cH:21][c:22]([O:27][CH3:28])[c:23]([NH2:26])[cH:24][cH:25]1.[CH3:1][O:2][C:3]([c:4]1[c:5]([C:6](=[O:7])[O:8][CH3:9])[c:10]([I:14])[cH:11][cH:12][cH:13]1)=[O:15].[CH3:35][c:36]1[cH:37][cH:38][cH:39][cH:40][cH:41]1.[Cl:42][CH2:43][Cl:44].[Cs+:33].[Cs+:34].[O:47]=[C:48]([CH:49]=[CH:50][c:51]1[cH:52][cH:53][cH:54][cH:55][cH:56]1)[CH:57]=[CH:58][c:59]1[cH:60][cH:61][cH:62][cH:63][cH:64]1.[O:65]=[C:66]([CH:67]=[CH:68][c:69]1[cH:70][cH:71][cH:72][cH:73][cH:74]1)[CH:75]=[CH:76][c:77]1[cH:78][cH:79][cH:80][cH:81][cH:82]1.[O:83]=[C:84]([CH:85]=[CH:86][c:87]1[cH:88][cH:89][cH:90][cH:91][cH:92]1)[CH:93]=[CH:94][c:95]1[cH:96][cH:97][cH:98][cH:99][cH:100]1.[Pd:45].[Pd:46]>>[CH3:1][O:2][C:3]([c:4]1[c:5]([C:6](=[O:7])[O:8][CH3:9])[c:10]([NH:26][c:23]2[c:22]([O:27][CH3:28])[cH:21][c:20]([CH2:19][N:17]([CH3:16])[CH3:18])[cH:25][cH:24]2)[cH:11][cH:12][cH:13]1)=[O:15]. Reactants: C(C)(C)(C)OC(=O)N(CCN)C (N-t-butoxycarbonyl-N-methylethylenediamine), CS(=O)(=O)Cl (methanesulfonyl chloride). Product: CNCCNS(=O)(=O)C (N-[2-(methylamino)ethyl]methanesulfonamide). Reaction SMILES: C(O[C:6]([N:8](C)[CH2:9][CH2:10][NH2:11])=O)(C)(C)C.[CH3:13][S:14](Cl)(=[O:16])=[O:15]>>[CH3:6][NH:8][CH2:9][CH2:10][NH:11][S:14]([CH3:13])(=[O:16])=[O:15]. Procedure: By using N-t-butoxycarbonyl-N-methylethylenediamine (500 mg) and methanesulfonyl chloride (289 μl) as starting materials, the title compound (260 mg) was obtained in the same manner as that of Reference Example 58. The reactants are CO, COc1c[n+]([O-])c(C)cc1[N+](=O)[O-], O=S(=O)(O)O. The product is COc1cc(C)[n+]([O-])cc1OC. Reaction SMILES: [CH3:19][OH:20].[CH3:1][O:2][c:3]1[c:4]([N+:11]([O-:12])=[O:13])[cH:5][c:6]([CH3:10])[n+:7]([O-:9])[cH:8]1.[S:14](=[O:15])(=[O:16])([OH:17])[OH:18]>>[CH3:1][O:2][c:3]1[c:4]([O:20][CH3:19])[cH:5][c:6]([CH3:10])[n+:7]([O-:9])[cH:8]1. The reactants are CC(CO)Nc1nc(Cl)ncc1-c1cccs1, CN(C)c1ccc(NC(=O)N=S(C)(=O)c2ccc(N)cc2)cc1. The product is CC(CO)Nc1nc(Nc2ccc(S(C)(=O)=NC(=O)Nc3ccc(N(C)C)cc3)cc2)ncc1-c1cccs1. RXN SMILES: [Cl:1][c:2]1[n:3][cH:4][c:5](-[c:13]2[s:14][cH:15][cH:16][cH:17]2)[c:6]([NH:8][CH:9]([CH2:10][OH:11])[CH3:12])[n:7]1.[NH2:18][c:19]1[cH:20][cH:21][c:22]([S:25](=[O:26])(=[N:27][C:28]([NH:29][c:30]2[cH:31][cH:32][c:33]([N:36]([CH3:37])[CH3:38])[cH:34][cH:35]2)=[O:39])[CH3:40])[cH:23][cH:24]1>>[c:2]1([NH:18][c:19]2[cH:20][cH:21][c:22]([S:25](=[O:26])(=[N:27][C:28]([NH:29][c:30]3[cH:31][cH:32][c:33]([N:36]([CH3:37])[CH3:38])[cH:34][cH:35]3)=[O:39])[CH3:40])[cH:23][cH:24]2)[n:3][cH:4][c:5](-[c:13]2[s:14][cH:15][cH:16][cH:17]2)[c:6]([NH:8][CH:9]([CH2:10][OH:11])[CH3:12])[n:7]1. The product is ClC1=NC(=NC(=N1)NC)N1CCC(CC1)C(=O)O (1-[4-chloro-6-(methylamino)-1,3,5-triazin-2-yl]-4-piperidinecarboxylic acid). The yield is 99.3%. Solvent: O1CCCC1 (tetrahydrofuran), C(C)(=O)OCC (Ethyl acetate). Procedure: To a solution of ethyl 1-[4-chloro-6-(methylamino)-1,3,5-triazin-2-yl]-4-piperidinecarboxylate (983 mg, 3.28 mmol, 1.00 equiv) in tetrahydrofuran (21 ml) at 0° C., a premixed solution of lithium hydroxide monohydrate (275 mg, 6.56 mmol, 2.00 equiv) and water (7 ml) was added dropwise. Methanol (7 ml) was added. The reaction was allowed to warm to room temperature over 1 h and stirring was continued for 3 h. The solvent was removed under reduced pressure, yielding a colorless oil. Ethyl acetate w... The reactants are ClC1=NC(=NC(=N1)NC)N1CCC(CC1)C(=O)OCC (ethyl 1-[4-chloro-6-(methylamino)-1,3,5-triazin-2-yl]-4-piperidinecarboxylate), O.[OH-].[Li+] (lithium hydroxide monohydrate), O (water), CO (Methanol). Run at time 3 hour. Reaction SMILES: [Cl:1][C:2]1[N:7]=[C:6]([NH:8][CH3:9])[N:5]=[C:4]([N:10]2[CH2:15][CH2:14][CH:13]([C:16]([O:18]CC)=[O:17])[CH2:12][CH2:11]2)[N:3]=1.O.[OH-].[Li+].O.CO>O1CCCC1.C(OCC)(=O)C>[Cl:1][C:2]1[N:7]=[C:6]([NH:8][CH3:9])[N:5]=[C:4]([N:10]2[CH2:15][CH2:14][CH:13]([C:16]([OH:18])=[O:17])[CH2:12][CH2:11]2)[N:3]=1 |f:1.2.3|.